Dataset: the Open Reaction Database (ORD), a public repository of structured organic reaction records. Task: describe an organic reaction: reactants, conditions, products, and yield Reactants: OCC(CNC(=O)NCC1=CC=C(C=C1)OC)(C)C (1-(3-hydroxy-2,2-dimethylpropyl)-3-(4-methoxybenzyl)urea), NC1=C(C#N)C(=CC=C1)F (2-amino-6-fluorobenzonitrile). The product is NC=1C(=C(OCC(CNC(=O)NCC2=CC=C(C=C2)OC)(C)C)C=CC1)C#N (1-(3-(3-amino-2-cyanophenoxy)-2,2-dimethylpropyl)-3-(4-methoxybenzyl)urea). The yield is 60.0%. RXN SMILES: [OH:1][CH2:2][C:3]([CH3:19])([CH3:18])[CH2:4][NH:5][C:6]([NH:8][CH2:9][C:10]1[CH:15]=[CH:14][C:13]([O:16][CH3:17])=[CH:12][CH:11]=1)=[O:7].[NH2:20][C:21]1[CH:28]=[CH:27][CH:26]=[C:25](F)[C:22]=1[C:23]#[N:24]>>[NH2:20][C:21]1[C:22]([C:23]#[N:24])=[C:25]([CH:26]=[CH:27][CH:28]=1)[O:1][CH2:2][C:3]([CH3:19])([CH3:18])[CH2:4][NH:5][C:6]([NH:8][CH2:9][C:10]1[CH:11]=[CH:12][C:13]([O:16][CH3:17])=[CH:14][CH:15]=1)=[O:7]. Procedure: Prepared as in Example 215b (Method B) from 1-(3-hydroxy-2,2-dimethylpropyl)-3-(4-methoxybenzyl)urea (Example 252c) and 2-amino-6-fluorobenzonitrile in 60% yield. MS 383 (MH+).